Dataset: the Open Reaction Database (ORD), a public repository of structured organic reaction records. Task: describe an organic reaction: reactants, conditions, products, and yield Reactants: ClC1=C(SC=C1)CC(C)N (2-(3-chlorothiphen-2-yl)-1-methylethylamine), C(C)(C)(C)OC (tert. butylmethylether), [OH-].[Na+] (sodiumhydroxide), BrBr (bromine). The solvent is C(C)(=O)O (acetic acid). Run at temperature 15 celsius. Product: BrC1=CC(=C(S1)CC(C)N)Cl (2-(5-bromo-3-chlorothiophen-2-yl)-1-methylethylamine). Reaction SMILES: [Cl:1][C:2]1[CH:6]=[CH:5][S:4][C:3]=1[CH2:7][CH:8]([NH2:10])[CH3:9].[Br:11]Br.C(OC)(C)(C)C.[OH-].[Na+]>C(O)(=O)C>[Br:11][C:5]1[S:4][C:3]([CH2:7][CH:8]([NH2:10])[CH3:9])=[C:2]([Cl:1])[CH:6]=1 |f:3.4|. Procedure details: In a sulfonation flask 5 g (0.028 mol) 2-(3-chlorothiphen-2-yl)-1-methylethylamine is dissolved in 70 ml of acetic acid. The mixture is then cooled to 15° C. and 4.8 g (0.30 m) of bromine is added under stirring (internal temperature 15-17° C.). After warming up to rt, the mixture is stirred for 16 hours. Then the mixture is poured to a mixture of tert. butylmethylether (ca. 250 ml) and 2N sodiumhydroxide. The final pH is 11. After washing with brine, drying with sodium sulphate and evaporation ... Reactants: O=C(C=CC1C(OC(=O)c2ccccc2)CC2OC(=O)CC21)COc1cccc(Cl)c1, C1CCOC1. Product: O=C1CC2C(CC(OC(=O)c3ccccc3)C2C=CC(O)COc2cccc(Cl)c2)O1. As a reaction SMILES: [C:1]([c:2]1[cH:3][cH:4][cH:5][cH:6][cH:7]1)(=[O:8])[O:9][CH:10]1[CH:11]([CH:19]=[CH:20][C:21]([CH2:22][O:23][c:24]2[cH:25][c:26]([Cl:30])[cH:27][cH:28][cH:29]2)=[O:31])[CH:12]2[CH:13]([O:14][C:15](=[O:17])[CH2:16]2)[CH2:18]1.[CH2:32]1[O:33][CH2:34][CH2:35][CH2:36]1>>[C:1]([c:2]1[cH:3][cH:4][cH:5][cH:6][cH:7]1)(=[O:8])[O:9][CH:10]1[CH:11]([CH:19]=[CH:20][CH:21]([CH2:22][O:23][c:24]2[cH:25][c:26]([Cl:30])[cH:27][cH:28][cH:29]2)[OH:31])[CH:12]2[CH:13]([O:14][C:15](=[O:17])[CH2:16]2)[CH2:18]1. Reactants: ClC1=C(CBr)C=CC=C1 (2-chlorobenzyl bromide), 1-N, Cl (hydrochloric acid), C(C)(=O)NC=1C=C(C(=O)OCC)C=CC1[N+](=O)[O-] (ethyl 3-acetylamino-4-nitrobenzoate), [H-].[Na+] (sodium hydride). Run in CN(C=O)C (N,N-dimethylformamide), CN(C=O)C (N,N-dimethylformamide). Run at time 40 minute. Product: ClC1=C(CCC(=O)NC=2C=C(C(=O)OCC)C=CC2[N+](=O)[O-])C=CC=C1 (ethyl 3-[N-(2-chlorobenzyl)acetylamino]-4-nitrobenzoate). Isolated yield 81.6%. Reaction SMILES: [C:1]([NH:4][C:5]1[CH:6]=[C:7]([CH:13]=[CH:14][C:15]=1[N+:16]([O-:18])=[O:17])[C:8]([O:10][CH2:11][CH3:12])=[O:9])(=[O:3])[CH3:2].[H-].[Na+].[Cl:21][C:22]1[CH:29]=[CH:28][CH:27]=[CH:26][C:23]=1[CH2:24]Br.Cl>CN(C)C=O>[Cl:21][C:22]1[CH:29]=[CH:28][CH:27]=[CH:26][C:23]=1[CH2:24][CH2:2][C:1]([NH:4][C:5]1[CH:6]=[C:7]([CH:13]=[CH:14][C:15]=1[N+:16]([O-:18])=[O:17])[C:8]([O:10][CH2:11][CH3:12])=[O:9])=[O:3] |f:1.2|. Procedure details: A solution of 1.706 g of ethyl 3-acetylamino-4-nitrobenzoate in 12 ml of N,N-dimethylformamide were added 0.406 g of 60% sodium hydride while being cooled with ice, and the mixture was stirred at room temperature for 40 minutes. A solution of 1.806 g of 2-chlorobenzyl bromide in 10 ml of N,N-dimethylformamide was added thereto, and the mixture was stirred at room temperature for 3 hours. The reaction mixture was poured into cold 1-N hydrochloric acid, and the mixed solution was extracted twice w... The reactants are COC=1C=C(C=C(C1)OC)C(=O)C1=CC(=CC(=C1)OC)OC (Bis(3,5-dimethoxyphenyl)methanone), COC=1C=C(C=C(C1)OC)C(=O)C1=CC(=CC(=C1)OC)OC (Bis(3,5-dimethoxyphenyl)methanone), ketone, C(#C)[Mg]Br (ethynylmagnesium bromide), C1CCOC1 (THF), CC(=O)C.CCCCCC (acetone hexane). Solvent: C(C)OCC (diethyl ether). Product: COC=1C=C(C=C(C1)OC)C(C#C)(O)C1=CC(=CC(=C1)OC)OC (1,1-Bis(3,5-dimethoxyphenyl)prop-2-yn-1-ol). Isolated yield 73.0%. Reaction SMILES: [CH3:1][O:2][C:3]1[CH:4]=[C:5]([C:11]([C:13]2[CH:18]=[C:17]([O:19][CH3:20])[CH:16]=[C:15]([O:21][CH3:22])[CH:14]=2)=[O:12])[CH:6]=[C:7]([O:9][CH3:10])[CH:8]=1.[CH2:23]1COC[CH2:24]1.C([Mg]Br)#C.CC(C)=O.CCCCCC>C(OCC)C>[CH3:22][O:21][C:15]1[CH:14]=[C:13]([C:11]([C:5]2[CH:6]=[C:7]([O:9][CH3:10])[CH:8]=[C:3]([O:2][CH3:1])[CH:4]=2)([OH:12])[C:23]#[CH:24])[CH:18]=[C:17]([O:19][CH3:20])[CH:16]=1 |f:3.4|. Procedure: In a 100 mL flask, bis(3,5-dimethoxy-phenyl)methanone (compound B, 1.2 g, 3.9 mmol) was dissolved in 20 mL diethyl ether. Approximately 5 mL THF was added to help solvate the ketone followed by the slow addition of ethynylmagnesium bromide (0.5 M in THF, 12 mL). The reaction was monitored by TLC and upon consumption of starting material, 2N HCl was added to the flask. The mixture was extracted 3 times with ethyl acetate and the combined organic layers were washed with brine, dried over anhydrous... Reactants: C(C)(=O)NC1=CC=C(C=C1)S(F)(F)(F)(F)F (4-Acetamidophenylsulphur pentafluoride), [N+](=O)(O)[O-] (nitric acid), S(O)(O)(=O)=O (sulphuric acid), ice water. Solvent: C(C)(=O)O (acetic acid). Reaction conditions: time 1.5 hour. Yields the product C(C)(=O)NC1=C(C=C(C=C1)S(F)(F)(F)(F)F)[N+](=O)[O-] (4-acetamido-3-nitrophenylsulphur pentafluoride). As a reaction SMILES: [C:1]([NH:4][C:5]1[CH:10]=[CH:9][C:8]([S:11]([F:16])([F:15])([F:14])([F:13])[F:12])=[CH:7][CH:6]=1)(=[O:3])[CH3:2].[N+:17]([O-])([OH:19])=[O:18].S(=O)(=O)(O)O>C(O)(=O)C>[C:1]([NH:4][C:5]1[CH:10]=[CH:9][C:8]([S:11]([F:12])([F:13])([F:16])([F:14])[F:15])=[CH:7][C:6]=1[N+:17]([O-:19])=[O:18])(=[O:3])[CH3:2]. Procedure: 4-Acetamidophenylsulphur pentafluoride (27.0 g) was added during 5 minutes to a stirred mixture of concentrated nitric acid and concentrated sulphuric acid (1 part:2 parts by volume) at 0-5° C. After 5 minutes acetic acid (1 part) was added and stirring continued at 5° C. for 1.5 hours. The mixture was added to ice/water, extracted (ethyl acetate) and the extract washed (sodium carbonate solution), dried (magnesium sulphate) and evaporated. The residue was triturated with ether to give 4-acetami...